Dataset: the Open Reaction Database (ORD), a public repository of structured organic reaction records. Task: describe an organic reaction: reactants, conditions, products, and yield Starting materials: COc1ccc([O-])cc1, COC(=O)c1ccc([N+](=O)[O-])cc1C(=O)OC, [Na+], CN(C)C=O. The product is COC(=O)c1ccc(Oc2ccc(OC)cc2)cc1C(=O)OC. Reaction SMILES: [CH3:18][O:19][c:20]1[cH:21][cH:22][c:23]([O-:24])[cH:25][cH:26]1.[N+:1]([O-:2])(=[O:3])[c:4]1[cH:5][c:6]([C:14](=[O:15])[O:16][CH3:17])[c:7]([C:8](=[O:9])[O:10][CH3:11])[cH:12][cH:13]1.[Na+:27].[O:28]=[CH:29][N:30]([CH3:31])[CH3:32]>>[c:4]1([O:24][c:23]2[cH:22][cH:21][c:20]([O:19][CH3:18])[cH:26][cH:25]2)[cH:5][c:6]([C:14](=[O:15])[O:16][CH3:17])[c:7]([C:8](=[O:9])[O:10][CH3:11])[cH:12][cH:13]1. Reactants: CC1=C(C=CC=C1[N+](=O)[O-])O (2-methyl-3-nitrophenol), ICC (iodoethane), C([O-])([O-])=O.[K+].[K+] (potassium carbonate). Run in CC(=O)C (acetone). Yields the product C(C)OC1=C(C(=CC=C1)[N+](=O)[O-])C (1-ethoxy-2-methyl-3-nitrobenzene). Yield: 100.7%. RXN SMILES: [CH3:1][C:2]1[C:7]([N+:8]([O-:10])=[O:9])=[CH:6][CH:5]=[CH:4][C:3]=1[OH:11].I[CH2:13][CH3:14].C(=O)([O-])[O-].[K+].[K+]>CC(C)=O>[CH2:13]([O:11][C:3]1[CH:4]=[CH:5][CH:6]=[C:7]([N+:8]([O-:10])=[O:9])[C:2]=1[CH3:1])[CH3:14] |f:2.3.4|. Reported procedure: A mixture of 2-methyl-3-nitrophenol 33.5 g, iodoethane 41 g and potassium carbonate 90 g in acetone 400 mL was stirred with heating under reflux for ten hours. The mixtures were cooled to room temperature and filtered and the resulting filtrates were concentrated. The resulting mixtures were extracted with ethyl acetate and the organic layers were washed with water and saturated saline, and were dried over anhydrous magnesium sulfate and were then concentrated under reduced pressure. The resulti... Starting materials: C1CCOC1, CN(C)C=O, ClCC1CC1, [H-], [Na+], O, CC(C)(C)OC(=O)N1CCC(CO)C1. Yields the product CC(C)(C)OC(=O)N1CCC(COCC2CC2)C1. As a reaction SMILES: [CH2:28]1[O:29][CH2:30][CH2:31][CH2:32]1.[CH3:23][N:24]([CH3:25])[CH:26]=[O:27].[Cl:17][CH2:18][CH:19]1[CH2:20][CH2:21]1.[H-:15].[Na+:16].[OH2:22].[OH:1][CH2:2][CH:3]1[CH2:4][N:5]([C:8](=[O:9])[O:10][C:11]([CH3:12])([CH3:13])[CH3:14])[CH2:6][CH2:7]1>>[O:1]([CH2:2][CH:3]1[CH2:4][N:5]([C:8](=[O:9])[O:10][C:11]([CH3:12])([CH3:13])[CH3:14])[CH2:6][CH2:7]1)[CH2:18][CH:19]1[CH2:20][CH2:21]1.